Dataset: the Open Reaction Database (ORD), a public repository of structured organic reaction records. Task: describe an organic reaction: reactants, conditions, products, and yield The reactants are Nc1c(S(=O)(=O)O)cc(Br)c2c1C(=O)c1ccccc1C2=O, N, O. The product is Nc1cc(S(=O)(=O)O)c(N)c2c1C(=O)c1ccccc1C2=O. Reaction SMILES: [NH2:1][c:2]1[c:3]([S:19](=[O:20])(=[O:21])[OH:22])[cH:4][c:5]([Br:18])[c:6]2[c:15]1[C:14](=[O:16])[c:13]1[c:8]([cH:9][cH:10][cH:11][cH:12]1)[C:7]2=[O:17].[NH3:23].[OH2:24]>>[NH2:1][c:2]1[c:3]([S:19](=[O:20])(=[O:21])[OH:22])[cH:4][c:5]([NH2:23])[c:6]2[c:15]1[C:14](=[O:16])[c:13]1[c:8]([cH:9][cH:10][cH:11][cH:12]1)[C:7]2=[O:17].